This data is from the Open Reaction Database (ORD), a public repository of structured organic reaction records. The task is: describe an organic reaction: reactants, conditions, products, and yield The reactants are [Br-], CC(=O)[O-], CC(=O)[O-], c1ccc(Cc2ccccc2)cc1, [Co+2], [Na+], O, O, O, O, OO. Product: O=C(c1ccccc1)c1ccccc1. As a reaction SMILES: [Br-:2].[C:22]([O-:23])(=[O:24])[CH3:25].[C:27]([O-:28])(=[O:29])[CH3:30].[CH2:3]([c:4]1[cH:5][cH:6][cH:7][cH:8][cH:9]1)[c:10]1[cH:11][cH:12][cH:13][cH:14][cH:15]1.[Co+2:26].[Na+:1].[OH2:18].[OH2:19].[OH2:20].[OH2:21].[OH:16][OH:17]>>[C:3]([c:4]1[cH:5][cH:6][cH:7][cH:8][cH:9]1)([c:10]1[cH:11][cH:12][cH:13][cH:14][cH:15]1)=[O:16]. The reactants are C([O-])(O)=O.[K+] (potassium bicarbonate), C(#N)C1=CC=C(C=C1)NC(CNS(=O)(=O)CCC)C1=C(C=C(C(=C1)OCC)OCC)O (Propane-1-sulfonic acid [2-(4-cyano-phenylamino)-2-(4,5-diethoxy-2-hydroxy-phenyl)-ethyl]-amide), BrCC(=O)OCC (ethyl bromoacetate). Run in CN(C=O)C (dimethylformamide). Run at time 67 hour. The product is C(C)OC(COC1=C(C=C(C(=C1)OCC)OCC)C(CNS(=O)(=O)CCC)NC1=CC=C(C=C1)C#N)=O ({2-[1-(4-cyano-phenylamino)-2-(propane-1-sulfonylamino)-ethyl]-4,5-diethoxy-phenoxy}-acetic acid ethyl ester). Isolated yield 65.5%. As a reaction SMILES: [C:1]([C:3]1[CH:8]=[CH:7][C:6]([NH:9][CH:10]([C:19]2[CH:24]=[C:23]([O:25][CH2:26][CH3:27])[C:22]([O:28][CH2:29][CH3:30])=[CH:21][C:20]=2[OH:31])[CH2:11][NH:12][S:13]([CH2:16][CH2:17][CH3:18])(=[O:15])=[O:14])=[CH:5][CH:4]=1)#[N:2].C(=O)(O)[O-].[K+].Br[CH2:38][C:39]([O:41][CH2:42][CH3:43])=[O:40]>CN(C)C=O>[CH2:42]([O:41][C:39](=[O:40])[CH2:38][O:31][C:20]1[CH:21]=[C:22]([O:28][CH2:29][CH3:30])[C:23]([O:25][CH2:26][CH3:27])=[CH:24][C:19]=1[CH:10]([NH:9][C:6]1[CH:7]=[CH:8][C:3]([C:1]#[N:2])=[CH:4][CH:5]=1)[CH2:11][NH:12][S:13]([CH2:16][CH2:17][CH3:18])(=[O:15])=[O:14])[CH3:43] |f:1.2|. Procedure details: Propane-1-sulfonic acid [2-(4-cyano-phenylamino)-2-(4,5-diethoxy-2-hydroxy-phenyl)-ethyl]-amide (100 mg, 0.223 mmoles) was dissolved in dimethylformamide (1.5 ml) and treated with solid potassium bicarbonate (22 mg, 0.223 mmoles) followed by ethyl bromoacetate (0.37 ml, 0.223 mmoles). The reaction was stirred under N2, for 67 hours. Thin-layer chromatography showed presence of a new product with a higher Rf. The reaction was quenched in water and extracted with ethyl acetate. The ethyl acetate e...